From a dataset of the Open Reaction Database (ORD), a public repository of structured organic reaction records. describe an organic reaction: reactants, conditions, products, and yield Reactants: N(=NC(=O)OC(C)C)C(=O)OC(C)C (Diisopropyl azodicarboxylate), OC1=C(OC2CCN(CC2)C(=O)OC(C)(C)C)C=CC=C1 (tert-butyl 4-(hydroxyphenoxy)piperidine-1-carboxylate), FC(CCO)(F)F (3,3,3-trifluoro-1-propanol), C1(=CC=CC=C1)P(C1=CC=CC=C1)C1=CC=CC=C1 (triphenylphosphine). The solvent is ClCCl (dichloromethane). Reaction conditions: time 18 hour. Product: FC(CCOC1=CC=C(OC2CCN(CC2)C(=O)OC(C)(C)C)C=C1)(F)F (tert-butyl 4-[4-(3,3,3-trifluoropropoxy)phenoxy]piperidine-1-carboxylate). The yield is 37.7%. Reaction SMILES: N(C(OC(C)C)=O)=NC(OC(C)C)=O.O[C:16]1[CH:35]=[CH:34][CH:33]=[CH:32][C:17]=1[O:18][CH:19]1[CH2:24][CH2:23][N:22]([C:25]([O:27][C:28]([CH3:31])([CH3:30])[CH3:29])=[O:26])[CH2:21][CH2:20]1.[F:36][C:37]([F:42])([F:41])[CH2:38][CH2:39][OH:40].C1(P(C2C=CC=CC=2)C2C=CC=CC=2)C=CC=CC=1>ClCCl>[F:36][C:37]([F:42])([F:41])[CH2:38][CH2:39][O:40][C:34]1[CH:35]=[CH:16][C:17]([O:18][CH:19]2[CH2:20][CH2:21][N:22]([C:25]([O:27][C:28]([CH3:29])([CH3:30])[CH3:31])=[O:26])[CH2:23][CH2:24]2)=[CH:32][CH:33]=1. Reported procedure: Diisopropyl azodicarboxylate (0.97 mL) was added to a solution of tert-butyl 4-(hydroxyphenoxy)piperidine-1-carboxylate (1.2 g), 3,3,3-trifluoro-1-propanol (0.56 g) and triphenylphosphine (1.5 g) in dichloromethane (15 mL). The reaction mixture was stirred at ambient temperature for 18 hours and then concentrated at reduced pressure. This resulting mixture was purified by silica column chromatography, eluting with a gradient of 0 to 15% ethyl acetate in hexane to give tert-butyl 4-[4-(3,3,3-trif...